Task: describe an organic reaction: reactants, conditions, products, and yield. Dataset: the Open Reaction Database (ORD), a public repository of structured organic reaction records Starting materials: C(=O)(OC(C)(C)C)N(CC1=NC=CC=C1)CC1=NC=C(C=C1)C(=O)N[C@H](C(=O)O)CCCNC1CCCC=2C=CC=NC12 ((2S)-2-(2-(N-Boc-N-2-picolylaminomethyl)pyridin-5-ylcarbonyl)amino-5-(5,6,7,8-tetrahydroquinolin-8-yl)aminovaleric acid), Cl.O1CCOCC1 (hydrochloric acid dioxane). Solvent: CO (methanol). Run at time 4.5 hour. Product: Cl (hydrochloride), N1=C(C=CC=C1)CNCC1=NC=C(C=C1)C(=O)N[C@H](C(=O)O)CCCNC1CCCC=2C=CC=NC12 ((2S)-2-(2-(N-2-picolylaminomethyl)pyridin-5-ylcarbonyl)amino-5-((5,6,7,8-tetrahydroquinolin-8-yl)amino)valeric acid). As a reaction SMILES: C([N:8]([CH2:16][C:17]1[CH:22]=[CH:21][C:20]([C:23]([NH:25][C@@H:26]([CH2:30][CH2:31][CH2:32][NH:33][CH:34]2[C:43]3[N:42]=[CH:41][CH:40]=[CH:39][C:38]=3[CH2:37][CH2:36][CH2:35]2)[C:27]([OH:29])=[O:28])=[O:24])=[CH:19][N:18]=1)[CH2:9][C:10]1[CH:15]=[CH:14][CH:13]=[CH:12][N:11]=1)(OC(C)(C)C)=O.[ClH:44].O1CCOCC1>CO>[ClH:44].[N:11]1[CH:12]=[CH:13][CH:14]=[CH:15][C:10]=1[CH2:9][NH:8][CH2:16][C:17]1[CH:22]=[CH:21][C:20]([C:23]([NH:25][C@@H:26]([CH2:30][CH2:31][CH2:32][NH:33][CH:34]2[C:43]3[N:42]=[CH:41][CH:40]=[CH:39][C:38]=3[CH2:37][CH2:36][CH2:35]2)[C:27]([OH:29])=[O:28])=[O:24])=[CH:19][N:18]=1 |f:1.2|. Reported procedure: The compound obtained in Example 12-5 (26.8 mg) was dissolved in methanol (0.5 ml), and 4 mol/l hydrochloric acid/dioxane solution (0.5 ml) was added. The mixture was stirred for 4.5 hours at room temperature. After the reaction, the solvent was removed by distillation. The residue was purified by silica gel column chromatography (1 g, chloroform/methanol/water=7/3/0.5). The obtained product was added with an aqueous solution of hydrochloric acid and concebtrated, and then azeotropically distill...